Dataset: the Open Reaction Database (ORD), a public repository of structured organic reaction records. Task: describe an organic reaction: reactants, conditions, products, and yield The reactants are COC1=C2CCC(CC2=CC=C1)=O (5-methoxy-2-tetralone), N1CCCC1 (pyrrolidine), ICC(=O)N (iodoacetamide). Reagents/catalysts: O.C1(=CC=C(C=C1)S(=O)(=O)O)C (p-toluenesulfonic acid monohydrate). The solvent is C1(=CC=CC=C1)C (toluene), O1CCCC1 (tetrahydrofuran), O1CCCC1 (tetrahydrofuran). Reaction conditions: time 4 hour. Yields the product COC1=CC=CC=2C=3CC(NC3CCC21)=O (1,3,4,5-tetrahydro-6-methoxy-2H-benzo[e]indol-2-one). The yield is 88.6%. As a reaction SMILES: [CH3:1][O:2][C:3]1[CH:12]=[CH:11][CH:10]=[C:9]2[C:4]=1[CH2:5][CH2:6][C:7](=O)[CH2:8]2.N1CCCC1.I[CH2:20][C:21]([NH2:23])=[O:22]>C1(C)C=CC=CC=1.O1CCCC1.O.C1(C)C=CC(S(O)(=O)=O)=CC=1>[CH3:1][O:2][C:3]1[C:4]2[CH2:5][CH2:6][C:7]3[NH:23][C:21](=[O:22])[CH2:20][C:8]=3[C:9]=2[CH:10]=[CH:11][CH:12]=1 |f:5.6|. Reported procedure: 439 g (2.49 mol) of 5-methoxy-2-tetralone and 227 ml (3.67 mol) of pyrrolidine were dissolved in 3 l of toluene. After the addition of 16.4 g (0.09 mol) of p-toluenesulfonic acid monohydrate the mixture was boiled for 4 hours, whereby the resulting water was removed continuously using a water separator. Thereupon, the toluene was distilled off in a vacuum. The residue was dissolved in 1 l of tetrahydrofuran, whereupon a solution of 500 g (2.70 mol) of iodoacetamide in 2.5 l of tetrahydrofuran wa... Starting materials: COC1=CC=C(CNS(=O)(=O)C2=CC=C(C(=O)OC)C=C2)C=C1 (methyl 4-(N-(4-methoxybenzyl)sulfamoyl)benzoate), BrCC1=C(C=CC=C1)F (1-(bromomethyl)-2-fluorobenzene). Yields the product FC1=C(CN(S(=O)(=O)C2=CC=C(C(=O)O)C=C2)CC2=CC=C(C=C2)OC)C=CC=C1 (4-(N-(2-fluorobenzyl)-N-(4-methoxybenzyl)sulfamoyl)benzoic acid). As a reaction SMILES: [CH3:1][O:2][C:3]1[CH:23]=[CH:22][C:6]([CH2:7][NH:8][S:9]([C:12]2[CH:21]=[CH:20][C:15]([C:16]([O:18]C)=[O:17])=[CH:14][CH:13]=2)(=[O:11])=[O:10])=[CH:5][CH:4]=1.Br[CH2:25][C:26]1[CH:31]=[CH:30][CH:29]=[CH:28][C:27]=1[F:32]>>[F:32][C:27]1[CH:28]=[CH:29][CH:30]=[CH:31][C:26]=1[CH2:25][N:8]([CH2:7][C:6]1[CH:22]=[CH:23][C:3]([O:2][CH3:1])=[CH:4][CH:5]=1)[S:9]([C:12]1[CH:13]=[CH:14][C:15]([C:16]([OH:18])=[O:17])=[CH:20][CH:21]=1)(=[O:10])=[O:11]. Reported procedure: Prepared as in example 5-10 from Methyl 4-(N-(4-methoxybenzyl)sulfamoyl)-benzoate (Example 5-10b) and 1-(bromomethyl)-2-fluorobenzene. 1H NMR (400 MHz, DMSO-d6): δ, ppm: 3.66 (s, 3H), 4.29 (s, 2H), 4.37 (s, 2H), 6.72 (d, 2H, J=8 Hz), 7.01-7.03 (m, 6H), 7.93 (d, 2H, J=8 Hz), 8.08 (d, 2H, J=8 Hz). The reactants are C(C=C)N (allylamine), CN1CCOCC1 (N-methyl morpholine), ClC(=O)OC(=C)C (isopropenyl chloroformate), ClC1=CC(=C(OC=2C=C(C(=O)O)C=CC2)C=C1)NC1=CC=NC2=NC(=CC=C12)C (3-[4-Chloro-2-(7-methyl-[1,8]naphthyridin-4-ylamino)-phenoxy]-benzoic acid). The solvent is C1CCOC1 (THF). Reaction conditions: time 1 hour. Yields the product C(C=C)NC(C1=CC(=CC=C1)OC1=C(C=C(C=C1)Cl)NC1=CC=NC2=NC(=CC=C12)C)=O (N-Allyl-3-[4-chloro-2-(7-methyl-[1,8]naphthyridin-4-ylamino)-phenoxy]-benzamide). As a reaction SMILES: [Cl:1][C:2]1[CH:17]=[CH:16][C:5]([O:6][C:7]2[CH:8]=[C:9]([CH:13]=[CH:14][CH:15]=2)[C:10](O)=[O:11])=[C:4]([NH:18][C:19]2[C:28]3[C:23](=[N:24][C:25]([CH3:29])=[CH:26][CH:27]=3)[N:22]=[CH:21][CH:20]=2)[CH:3]=1.CN1CCOCC1.ClC(OC(C)=C)=O.[CH2:44]([NH2:47])[CH:45]=[CH2:46]>C1COCC1>[CH2:44]([NH:47][C:10](=[O:11])[C:9]1[CH:13]=[CH:14][CH:15]=[C:7]([O:6][C:5]2[CH:16]=[CH:17][C:2]([Cl:1])=[CH:3][C:4]=2[NH:18][C:19]2[C:28]3[C:23](=[N:24][C:25]([CH3:29])=[CH:26][CH:27]=3)[N:22]=[CH:21][CH:20]=2)[CH:8]=1)[CH:45]=[CH2:46]. Procedure details: The product from Example 208d (60 mg, 0.147 mmol) was dissolved in THF to which was added N-methyl morpholine (49 mg, 0.162 mmol), and isopropenyl chloroformate (36 mg, 0.295 mmol). This was stirred at room temperature for 1 hr at which time the allylamine (42 mg, 0.739 mmol) was added and the reaction mixture stirred at room temperature for another 1 hr. THF was then removed under a stream of N2 and then crude oil was purified by HPLC with TFA providing the product as a trifluoroacetic acid. (8... Reactants: O (water), C1[C@@H](O1)CCl (R-epichlorohydrin), C1(CCCCC1)C1=CC=C(C=C1)O (4-cyclohexylphenol), C([O-])([O-])=O.[Cs+].[Cs+] (cesium carbonate). Solvent: C(C)#N (acetonitrile). Yields the product C1(CCCCC1)C1=CC=C(OCC2OC2)C=C1 (2-(4-Cyclohexyl-phenoxymethyl)-oxirane). As a reaction SMILES: [CH2:1]1[O:3][C@H:2]1[CH2:4]Cl.[CH:6]1([C:12]2[CH:17]=[CH:16][C:15]([OH:18])=[CH:14][CH:13]=2)[CH2:11][CH2:10][CH2:9][CH2:8][CH2:7]1.C(=O)([O-])[O-].[Cs+].[Cs+].O>C(#N)C>[CH:6]1([C:12]2[CH:13]=[CH:14][C:15]([O:18][CH2:4][CH:2]3[CH2:1][O:3]3)=[CH:16][CH:17]=2)[CH2:7][CH2:8][CH2:9][CH2:10][CH2:11]1 |f:2.3.4|. Procedure: To a mixture of R-epichlorohydrin (9.8 g, 106 mmol) and 4-cyclohexylphenol (3.73 g, 21.2 mmol) in acetonitrile (40 ml) was added cesium carbonate (6.9 g, 21.2 mmol). The mixture was heated at reflux for 3 hours. The reaction mixture was cooled, poured into water (100 mL) and extracted twice with EtOAc. The organic phases were combined and washed with water, brine, dried (Na2SO4), concentrated and dried under high vacuum overnight to give the title compound.